Dataset: the Open Reaction Database (ORD), a public repository of structured organic reaction records. Task: describe an organic reaction: reactants, conditions, products, and yield Starting materials: CN1CCc2c(Br)csc2C(c2ccccc2)C1, CN(C)C=O, [Cl-], [Cu]. The product is CN1CCc2c(Cl)csc2C(c2ccccc2)C1. RXN SMILES: [Br:2][c:3]1[cH:4][s:5][c:6]2[c:12]1[CH2:11][CH2:10][N:9]([CH3:13])[CH2:8][CH:7]2[c:14]1[cH:15][cH:16][cH:17][cH:18][cH:19]1.[CH3:20][N:21]([CH3:22])[CH:23]=[O:24].[Cl-:1].[Cu:25]>>[Cl:1][c:3]1[cH:4][s:5][c:6]2[c:12]1[CH2:11][CH2:10][N:9]([CH3:13])[CH2:8][CH:7]2[c:14]1[cH:15][cH:16][cH:17][cH:18][cH:19]1.